This data is from the Open Reaction Database (ORD), a public repository of structured organic reaction records. The task is: describe an organic reaction: reactants, conditions, products, and yield The reactants are OCCCCN(CCCCCCCCN(CCCCO)CC1=CC=CC=C1)CC1=CC=CC=C1 (1,18-Bis(hydroxy)-5,14-bis[(phenyl)methyl]5,14-diazaoctadecane), [H][H] (hydrogen). Reagents/catalysts: [Pd]=O (palladium oxide). Run in CC(=O)O (AcOH). Yields the product OCCCCNCCCCCCCCNCCCCO (1,18-Bis(hydroxy)-5,14-diazaoctadecane). Reaction SMILES: [OH:1][CH2:2][CH2:3][CH2:4][CH2:5][N:6](CC1C=CC=CC=1)[CH2:7][CH2:8][CH2:9][CH2:10][CH2:11][CH2:12][CH2:13][CH2:14][N:15](CC1C=CC=CC=1)[CH2:16][CH2:17][CH2:18][CH2:19][OH:20].[H][H]>[Pd]=O.CC(O)=O>[OH:20][CH2:19][CH2:18][CH2:17][CH2:16][NH:15][CH2:14][CH2:13][CH2:12][CH2:11][CH2:10][CH2:9][CH2:8][CH2:7][NH:6][CH2:5][CH2:4][CH2:3][CH2:2][OH:1]. Procedure details: Hydrogenate a mixture containing 3.0 gm of the product of Step D, 30 ml of AcOH and 0.6 gm of palladium oxide at 45 lbs./sq.in. until no further hydrogen is taken up. Filter and remove the solvent (in vacuo) to yield 1.77 gm of the desired product, Rf is 0.37 (eluted from silica gel with 10% conc. NH3 /CH3OH). Starting materials: Nc1ccc(Br)c(F)c1, O=C([O-])O, CC(C)=O, O=C(Cl)OCc1ccccc1, [Na+]. RXN SMILES: [Br:6][c:7]1[c:8]([F:14])[cH:9][c:10]([NH2:11])[cH:12][cH:13]1.[C:1](=[O:2])([O-:3])[OH:4].[CH3:26][C:27](=[O:28])[CH3:29].[Cl:15][C:16](=[O:17])[O:18][CH2:19][c:20]1[cH:21][cH:22][cH:23][cH:24][cH:25]1.[Na+:5]>>[Br:6][c:7]1[c:8]([F:14])[cH:9][c:10]([NH:11][C:16](=[O:17])[O:18][CH2:19][c:20]2[cH:21][cH:22][cH:23][cH:24][cH:25]2)[cH:12][cH:13]1. The product is O=C(Nc1ccc(Br)c(F)c1)OCc1ccccc1.